Dataset: the Open Reaction Database (ORD), a public repository of structured organic reaction records. Task: describe an organic reaction: reactants, conditions, products, and yield Starting materials: OBO, [Ba+2], CCOC(C)=O, CN(C)C=O, [OH-], [OH-], O, c1ccc(P(c2ccccc2)(c2ccccc2)[Pd](P(c2ccccc2)(c2ccccc2)c2ccccc2)(P(c2ccccc2)(c2ccccc2)c2ccccc2)P(c2ccccc2)(c2ccccc2)c2ccccc2)cc1, COC(=O)c1cc2c(n1S(=O)(=O)c1ccc(C)cc1)CCC2=Cc1cccc(-c2ccco2)c1. Yields the product COC(=O)c1cc2c([nH]1)CCC2=Cc1cccc(-c2ccco2)c1. Reaction SMILES: [BH:4]([OH:5])[OH:6].[Ba+2:2].[CH3:47][CH2:48][O:49][C:50](=[O:51])[CH3:52].[O:41]=[CH:42][N:43]([CH3:44])[CH3:45].[OH-:1].[OH-:3].[OH2:46].[cH:53]1[cH:54][cH:55][c:56]([P:57]([Pd:58]([P:59]([c:60]2[cH:61][cH:62][cH:63][cH:64][cH:65]2)([c:66]2[cH:67][cH:68][cH:69][cH:70][cH:71]2)[c:72]2[cH:73][cH:74][cH:75][cH:76][cH:77]2)([P:78]([c:79]2[cH:80][cH:81][cH:82][cH:83][cH:84]2)([c:85]2[cH:86][cH:87][cH:88][cH:89][cH:90]2)[c:91]2[cH:92][cH:93][cH:94][cH:95][cH:96]2)[P:97]([c:98]2[cH:99][cH:100][cH:101][cH:102][cH:103]2)([c:104]2[cH:105][cH:106][cH:107][cH:108][cH:109]2)[c:110]2[cH:111][cH:112][cH:113][cH:114][cH:115]2)([c:116]2[cH:117][cH:118][cH:119][cH:120][cH:121]2)[c:122]2[cH:123][cH:124][cH:125][cH:126][cH:127]2)[cH:128][cH:129]1.[o:7]1[c:8](-[c:12]2[cH:13][c:14]([CH:15]=[C:16]3[CH2:17][CH2:18][c:19]4[n:20]([S:28]([c:29]5[cH:30][cH:31][c:32]([CH3:33])[cH:34][cH:35]5)(=[O:36])=[O:37])[c:21]([C:24](=[O:25])[O:26][CH3:27])[cH:22][c:23]43)[cH:38][cH:39][cH:40]2)[cH:9][cH:10][cH:11]1>>[o:7]1[c:8](-[c:12]2[cH:13][c:14]([CH:15]=[C:16]3[CH2:17][CH2:18][c:19]4[nH:20][c:21]([C:24](=[O:25])[O:26][CH3:27])[cH:22][c:23]43)[cH:38][cH:39][cH:40]2)[cH:9][cH:10][cH:11]1.